This data is from the Open Reaction Database (ORD), a public repository of structured organic reaction records. The task is: describe an organic reaction: reactants, conditions, products, and yield Starting materials: NC=1C=CC=2C3=C(NC2C1)C(=CC(=N3)C3=CC(=CC=C3)C(F)(F)F)C(=O)N (7-amino-2-(3-(trifluoromethyl)phenyl)-5H-pyrido[3,2-b]indole-4-carboxamide), C(C)(C)(C)N1CCC(CC1)=O (1-(t-butyl)piperidin-4-one). The product is C(C)(C)(C)N1CCC(CC1)NC=1C=CC=2C3=C(NC2C1)C(=CC(=N3)C3=CC(=CC=C3)C(F)(F)F)C(=O)N (7-(1-tert-Butylpiperidin-4-ylamino)-2-(3-(trifluoromethyl)phenyl)-5H-pyrido[3,2-b]indole-4-carboxamide). Reaction SMILES: [NH2:1][C:2]1[CH:3]=[CH:4][C:5]2[C:6]3[N:14]=[C:13]([C:15]4[CH:20]=[CH:19][CH:18]=[C:17]([C:21]([F:24])([F:23])[F:22])[CH:16]=4)[CH:12]=[C:11]([C:25]([NH2:27])=[O:26])[C:7]=3[NH:8][C:9]=2[CH:10]=1.[C:28]([N:32]1[CH2:37][CH2:36][C:35](=O)[CH2:34][CH2:33]1)([CH3:31])([CH3:30])[CH3:29]>>[C:28]([N:32]1[CH2:37][CH2:36][CH:35]([NH:1][C:2]2[CH:3]=[CH:4][C:5]3[C:6]4[N:14]=[C:13]([C:15]5[CH:20]=[CH:19][CH:18]=[C:17]([C:21]([F:24])([F:23])[F:22])[CH:16]=5)[CH:12]=[C:11]([C:25]([NH2:27])=[O:26])[C:7]=4[NH:8][C:9]=3[CH:10]=2)[CH2:34][CH2:33]1)([CH3:31])([CH3:30])[CH3:29]. Procedure: This was similarly prepared from 7-amino-2-(3-(trifluoromethyl)phenyl)-5H-pyrido[3,2-b]indole-4-carboxamide and 1-(t-butyl)piperidin-4-one. MS (ESI) m/z 510.35 (M+H). 1H NMR (500 MHz, DMSO-d6) δ ppm 11.10 (1H, s), 8.55-8.63 (2H, m), 8.51 (1H, br. s.), 8.30 (1H, s), 7.90 (1H, d, J=8.55 Hz), 7.80 (1H, br. s.), 7.70-7.78 (2H, m), 6.85 (1H, d, J=1.83 Hz), 6.63 (1H, dd, J=8.70, 1.98 Hz), 6.04 (1H, d, J=7.63 Hz), 3.23 (1H, dd, J=10.22, 3.81 Hz), 2.95-3.08 (2H, m), 2.21 (2H, t, J=10.99 Hz), 2.02 (2H, d... Reactants: Cc1ccc2c(Cl)ccnc2n1, CC(=O)Nc1cccc(Sc2ccc(C)cc2N)c1. Product: CC(=O)Nc1cccc(Sc2ccc(C)cc2Nc2ccnc3nc(C)ccc23)c1. As a reaction SMILES: [Cl:1][c:2]1[c:3]2[cH:4][cH:5][c:6]([CH3:12])[n:7][c:8]2[n:9][cH:10][cH:11]1.[NH2:13][c:14]1[c:15]([S:21][c:22]2[cH:23][c:24]([NH:28][C:29]([CH3:30])=[O:31])[cH:25][cH:26][cH:27]2)[cH:16][cH:17][c:18]([CH3:20])[cH:19]1>>[c:2]1([NH:13][c:14]2[c:15]([S:21][c:22]3[cH:23][c:24]([NH:28][C:29]([CH3:30])=[O:31])[cH:25][cH:26][cH:27]3)[cH:16][cH:17][c:18]([CH3:20])[cH:19]2)[c:3]2[cH:4][cH:5][c:6]([CH3:12])[n:7][c:8]2[n:9][cH:10][cH:11]1. The reactants are Pd(II) hydroxide, C(C)OC(=O)C=C1C=CC2(CCN(CC2)C(=O)OCC2=CC=CC=C2)CC1 (benzyl 9-((ethoxycarbonyl)methylene)-3-aza-spiro[5.5]undec-7-ene-3-carboxylate), [H][H] (hydrogen). Solvent: C(C)O (ethanol). Product: C1CNCCC12CCC(CC2)CC(=O)OCC (ethyl (3-aza-spiro[5.5]undec-9-yl)acetate). As a reaction SMILES: [CH2:1]([O:3][C:4]([CH:6]=[C:7]1[CH2:27][CH2:26][C:10]2([CH2:15][CH2:14][N:13](C(OCC3C=CC=CC=3)=O)[CH2:12][CH2:11]2)[CH:9]=[CH:8]1)=[O:5])[CH3:2].[H][H]>C(O)C>[CH2:15]1[C:10]2([CH2:26][CH2:27][CH:7]([CH2:6][C:4]([O:3][CH2:1][CH3:2])=[O:5])[CH2:8][CH2:9]2)[CH2:11][CH2:12][NH:13][CH2:14]1. Procedure details: 9.6 g (26.0 mmol) of the protected Spiro compound from Step B were dissolved in 400 ml ethanol, and the solution was filled into a hydrogenation vessel followed by 2 g Pd(II) hydroxide on charcoal. The reaction was carried out at 40° C. and 1 atm hydrogen, and it was complete after about 40 hours. The catalyst was removed by filtration through silica gel, and the filtrate was concentrated under reduced pressure. The remaining oil was treated with dry ether, filtered, and the filtrate was acidifi... As a reaction SMILES: [Br:21][C:22]([Br:23])=[CH:24][c:25]1[cH:26][cH:27][c:28]([C:29]([F:30])([F:31])[F:32])[cH:33][c:34]1[S:35][CH3:36].[Br:6][C:7]#[C:8][c:9]1[c:10]([S:19][CH3:20])[cH:11][c:12]([C:15]([F:16])([F:17])[F:18])[cH:13][cH:14]1.[CH2:1]([Li:2])[CH2:3][CH2:4][CH3:5].[CH2:45]1[O:46][CH2:47][CH2:48][CH2:49]1.[CH:37]1([C:40](=[O:41])[Cl:42])[CH2:38][CH2:39]1.[Cl-:43].[NH4+:44]>>[C:7](#[C:8][c:9]1[c:10]([S:19][CH3:20])[cH:11][c:12]([C:15]([F:16])([F:17])[F:18])[cH:13][cH:14]1)[C:40]([CH:37]1[CH2:38][CH2:39]1)=[O:41]. Reactants: CSc1cc(C(F)(F)F)ccc1C=C(Br)Br, CSc1cc(C(F)(F)F)ccc1C#CBr, [Li]CCCC, C1CCOC1, O=C(Cl)C1CC1, [Cl-], [NH4+]. Yields the product CSc1cc(C(F)(F)F)ccc1C#CC(=O)C1CC1. Starting materials: BrC=1C=2C[C@H]3N(C2C=CC1)CCNC3 ((10aR)-9-Bromo-1,2,3,4,10,10a-hexahydro-pyrazino[1,2-a]indole), BrCC(=O)OC (methyl bromoacetate), C([O-])([O-])=O.[K+].[K+] (Potassium carbonate). Solvent: C(C)#N (acetonitrile). Reaction conditions: time 15 hour. Yields the product COC(CN1C[C@@H]2N(C=3C=CC=C(C3C2)Br)CC1)=O ((10aR)-(9-bromo-3,4,10,10a-tetrahydro-1H-pyrazino[1,2-a]indol-2-yl)-acetic acid methyl ester). The yield is 64.9%. RXN SMILES: [Br:1][C:2]1[C:3]2[CH2:4][C@@H:5]3[CH2:14][NH:13][CH2:12][CH2:11][N:6]3[C:7]=2[CH:8]=[CH:9][CH:10]=1.Br[CH2:16][C:17]([O:19][CH3:20])=[O:18].C(=O)([O-])[O-].[K+].[K+]>C(#N)C>[CH3:20][O:19][C:17](=[O:18])[CH2:16][N:13]1[CH2:12][CH2:11][N:6]2[C:7]3[CH:8]=[CH:9][CH:10]=[C:2]([Br:1])[C:3]=3[CH2:4][C@@H:5]2[CH2:14]1 |f:2.3.4|. Procedure: (10aR)-9-Bromo-1,2,3,4,10,10a-hexahydro-pyrazino[1,2-a]indole (0.07 g, 0.27 mmol) and methyl bromoacetate (43 mg, 0.27 mmol) were dissolved in acetonitrile (2 mL). Potassium carbonate (44 mg, 0.32 mmol) was added and the solution was boiled with stirring for 15 h. The solvent was removed and the residue was partitioned between dichloromethane and brine. Organic phases were pooled, dried with MgSO4 and the solvent was evaporated. Chromatography on silica gel (dichloromethane/methanol 98:2) gave (... Starting materials: ClC1=NN=C(C2=CC=C(C=C12)OC)CC1=C(C=NC=C1Cl)Cl (4-Chloro-1-(3,5-dichloro-pyridin-4-ylmethyl)-6-methoxy-phthalazine). The solvent is C(CC)N (n-propylamine). Yields the product ClC=1C=NC=C(C1CC1=NN=C(C2=CC(=CC=C12)OC)NCCC)Cl ([4-(3,5-Dichloro-pyridin-4-ylmethyl)-7-methoxy-phthalazin-1-yl]-propyl-amine). Yield: 157.1%. Reaction SMILES: Cl[C:2]1[C:11]2[C:6](=[CH:7][CH:8]=[C:9]([O:12][CH3:13])[CH:10]=2)[C:5]([CH2:14][C:15]2[C:20]([Cl:21])=[CH:19][N:18]=[CH:17][C:16]=2[Cl:22])=[N:4][N:3]=1>C(N)CC>[Cl:22][C:16]1[CH:17]=[N:18][CH:19]=[C:20]([Cl:21])[C:15]=1[CH2:14][C:5]1[C:6]2[C:11](=[CH:10][C:9]([O:12][CH3:13])=[CH:8][CH:7]=2)[C:2]([NH:3][CH2:2][CH2:11][CH3:10])=[N:3][N:4]=1. Procedure: 4-Chloro-1-(3,5-dichloro-pyridin-4-ylmethyl)-6-methoxy-phthalazine (3.9 g, 11 mmoles), prepared as described in example 45, and n-propylamine (40 ml) were put in autoclave at external 120° C. (internal 100° C., 4 atm) for 2 hours. The solution was concentrated to residue, taken up in CH2Cl2 and 5% HCl and extracted more times. The aqueous phase was alkalinised with K2CO3 and extracted with CH2Cl2. The resultant solid was crystallised from acetonitrile (110 ml), then filtered to give 3.26 g of th... The reactants are CC(=O)CC(C)C, Cc1nc2c(C#N)ncn2c(O)c1CCCl, Fc1ccc(C(=C2CCNCC2)c2ccccc2)cc1, [I-], [K+], [Na+], [Na+], O=C([O-])[O-]. Product: Cl, Cc1nc2c(C#N)ncn2c(O)c1CCN1CCC(=C(c2ccccc2)c2ccc(F)cc2)CC1. As a reaction SMILES: [CH3:45][CH:46]([CH3:47])[CH2:48][C:49](=[O:50])[CH3:51].[Cl:21][CH2:22][CH2:23][c:24]1[c:25]([CH3:36])[n:26][c:27]2[n:28]([c:29]1[OH:30])[cH:31][n:32][c:33]2[C:34]#[N:35].[F:1][c:2]1[cH:3][cH:4][c:5]([C:8](=[C:9]2[CH2:10][CH2:11][NH:12][CH2:13][CH2:14]2)[c:15]2[cH:16][cH:17][cH:18][cH:19][cH:20]2)[cH:6][cH:7]1.[I-:44].[K+:43].[Na+:37].[Na+:38].[O-:39][C:40](=[O:41])[O-:42]>>[ClH:21].[F:1][c:2]1[cH:3][cH:4][c:5]([C:8](=[C:9]2[CH2:10][CH2:11][N:12]([CH2:22][CH2:23][c:24]3[c:25]([CH3:36])[n:26][c:27]4[n:28]([c:29]3[OH:30])[cH:31][n:32][c:33]4[C:34]#[N:35])[CH2:13][CH2:14]2)[c:15]2[cH:16][cH:17][cH:18][cH:19][cH:20]2)[cH:6][cH:7]1. Reactants: OC1=CC=C(C=C1)C=1OC=C(N1)COC1=CC=C(C=C1)CCCN1C=NC=C1 (2-(4-hydroxyphenyl)-4-[4-[3-(1-imidazolyl)propyl]phenoxymethyl]oxazole), ClC1=CC=C(CCl)C=C1 (4-chlorobenzylchloride). Product: ClC1=CC=C(COC2=CC=C(C=C2)C=2OC=C(N2)COC2=CC=C(C=C2)CCCN2C=NC=C2)C=C1 (2-[4-(4-chlorobenzyloxy)phenyl]-4-[4-[3-(1-imidazolyl)propyl]phenoxymethyl]oxazole). Yield: 30.0%. Reaction SMILES: [OH:1][C:2]1[CH:7]=[CH:6][C:5]([C:8]2[O:9][CH:10]=[C:11]([CH2:13][O:14][C:15]3[CH:20]=[CH:19][C:18]([CH2:21][CH2:22][CH2:23][N:24]4[CH:28]=[CH:27][N:26]=[CH:25]4)=[CH:17][CH:16]=3)[N:12]=2)=[CH:4][CH:3]=1.[Cl:29][C:30]1[CH:37]=[CH:36][C:33]([CH2:34]Cl)=[CH:32][CH:31]=1>>[Cl:29][C:30]1[CH:37]=[CH:36][C:33]([CH2:34][O:1][C:2]2[CH:3]=[CH:4][C:5]([C:8]3[O:9][CH:10]=[C:11]([CH2:13][O:14][C:15]4[CH:20]=[CH:19][C:18]([CH2:21][CH2:22][CH2:23][N:24]5[CH:28]=[CH:27][N:26]=[CH:25]5)=[CH:17][CH:16]=4)[N:12]=3)=[CH:6][CH:7]=2)=[CH:32][CH:31]=1. Procedure: In substantially the same manner as in Working Example 131, 2-(4-hydroxyphenyl)-4-[4-[3-(1-imidazolyl)propyl]phenoxymethyl]oxazole was allowed to react with 4-chlorobenzylchloride to give 2-[4-(4-chlorobenzyloxy)phenyl]-4-[4-[3-(1-imidazolyl)propyl]phenoxymethyl]oxazole. The yield was 30%. Recrystallization from ethyl acetate-hexane gave colorless prisms, mp 151-152° C. Starting materials: BrCCCOC1CCCCO1, COC(=O)c1cc(O)cc(C(C)(C)C)c1, [H-], [Na+], CN(C)C=O. The product is COC(=O)c1cc(OCCCOC2CCCCO2)cc(C(C)(C)C)c1. As a reaction SMILES: [Br:16][CH2:17][CH2:18][CH2:19][O:20][CH:21]1[O:22][CH2:23][CH2:24][CH2:25][CH2:26]1.[C:1]([CH3:2])([CH3:3])([CH3:4])[c:5]1[cH:6][c:7]([C:8](=[O:9])[O:10][CH3:11])[cH:12][c:13]([OH:15])[cH:14]1.[H-:27].[Na+:28].[O:29]=[CH:30][N:31]([CH3:32])[CH3:33]>>[C:1]([CH3:2])([CH3:3])([CH3:4])[c:5]1[cH:6][c:7]([C:8](=[O:9])[O:10][CH3:11])[cH:12][c:13]([O:15][CH2:17][CH2:18][CH2:19][O:20][CH:21]2[O:22][CH2:23][CH2:24][CH2:25][CH2:26]2)[cH:14]1.